From a dataset of the Open Reaction Database (ORD), a public repository of structured organic reaction records. describe an organic reaction: reactants, conditions, products, and yield Starting materials: BrC(Br)(Br)Br, CO, CSc1c2c(c(CO)c3c1OC(C)(C)O3)OC(C)(C)O2, c1ccc(P(c2ccccc2)c2ccccc2)cc1, c1ccncc1. Yields the product CSc1c2c(c(CBr)c3c1OC(C)(C)O3)OC(C)(C)O2. As a reaction SMILES: [C:40]([Br:41])([Br:42])([Br:43])[Br:44].[CH3:45][OH:46].[OH:1][CH2:2][c:3]1[c:4]2[c:5]([c:11]([S:19][CH3:20])[c:12]3[c:13]1[O:14][C:15]([CH3:17])([CH3:18])[O:16]3)[O:6][C:7]([CH3:9])([CH3:10])[O:8]2.[c:21]1([P:22]([c:23]2[cH:24][cH:25][cH:26][cH:27][cH:28]2)[c:29]2[cH:30][cH:31][cH:32][cH:33][cH:34]2)[cH:35][cH:36][cH:37][cH:38][cH:39]1.[cH:47]1[cH:48][cH:49][n:50][cH:51][cH:52]1>>[CH2:2]([c:3]1[c:4]2[c:5]([c:11]([S:19][CH3:20])[c:12]3[c:13]1[O:14][C:15]([CH3:17])([CH3:18])[O:16]3)[O:6][C:7]([CH3:9])([CH3:10])[O:8]2)[Br:41]. Reaction SMILES: C(O)(=O)/C=C/C(O)=O.[NH2:9][CH2:10][CH2:11][CH2:12][CH2:13][O:14][N:15]1[C:27]2[C:26]3[CH:25]=[CH:24][CH:23]=[CH:22][C:21]=3[N:20]=[C:19]([NH2:28])[C:18]=2[N:17]=[C:16]1[CH2:29][CH2:30][CH2:31][CH3:32]>ClCCl>[NH2:9][CH2:10][CH2:11][CH2:12][CH2:13][O:14][N:15]1[C:27]2[C:26]3[CH:25]=[CH:24][CH:23]=[CH:22][C:21]=3[N:20]=[C:19]([NH2:28])[C:18]=2[N:17]=[C:16]1[CH2:29][CH2:30][CH2:31][CH3:32] |f:0.1|. The reactants are C(\C=C\C(=O)O)(=O)O.NCCCCON1C(=NC=2C(=NC=3C=CC=CC3C21)N)CCCC (1-(4-Aminobutoxy)-2-butyl-1H-imidazo[4,5-c]quinolin-4-amine fumarate). Procedure details: 1-(4-Aminobutoxy)-2-butyl-1H-imidazo[4,5-c]quinolin-4-amine fumarate (1.30 g) was dissolved in dichloromethane (25 mL) and the solution washed with 3×15 ml portions of saturated sodium carbonate. The organic fraction was then washed with 15 ml saturated sodium chloride and dried over MgSO4. The solution was filtered, the solvent removed under reduced pressure and the product was dried under vacuum to give 0.79 g of 1-(4-aminobutoxy)-2-butyl-1H-imidazo[4,5-c]quinolin-4-amine as the free base. The solvent is ClCCl (dichloromethane). Yields the product NCCCCON1C(=NC=2C(=NC=3C=CC=CC3C21)N)CCCC (1-(4-aminobutoxy)-2-butyl-1H-imidazo[4,5-c]quinolin-4-amine). The yield is 82.3%.